Task: describe an organic reaction: reactants, conditions, products, and yield. Dataset: the Open Reaction Database (ORD), a public repository of structured organic reaction records Starting materials: O=C(n1ccnc1)n1ccnc1, CC(=O)N1CCNCC1, O=C(O)Cn1c(-c2ccc(Cl)cc2)nc2cccnc21, C1CCOC1. Yields the product CC(=O)N1CCN(C(=O)Cn2c(-c3ccc(Cl)cc3)nc3cccnc32)CC1. RXN SMILES: [C:21]([n:22]1[cH:23][cH:24][n:25][cH:26]1)([n:27]1[cH:28][cH:29][n:30][cH:31]1)=[O:32].[C:33]([CH3:34])(=[O:35])[N:36]1[CH2:37][CH2:38][NH:39][CH2:40][CH2:41]1.[Cl:1][c:2]1[cH:3][cH:4][c:5](-[c:8]2[n:9][c:10]3[c:11]([n:12][cH:13][cH:14][cH:15]3)[n:16]2[CH2:17][C:18](=[O:19])[OH:20])[cH:6][cH:7]1.[O:42]1[CH2:43][CH2:44][CH2:45][CH2:46]1>>[Cl:1][c:2]1[cH:3][cH:4][c:5](-[c:8]2[n:9][c:10]3[c:11]([n:12][cH:13][cH:14][cH:15]3)[n:16]2[CH2:17][C:18](=[O:20])[N:39]2[CH2:38][CH2:37][N:36]([C:33]([CH3:34])=[O:35])[CH2:41][CH2:40]2)[cH:6][cH:7]1. Starting materials: OCC1=NC=C(C(C1)=O)OCC1=CC=C(C=C1)OC (2-hydroxymethyl-5-p-methoxybenzyloxy-4-pyridone), C(C)(=O)OCC (ethyl acetate). Reagents/catalysts: [O-2].[O-2].[Mn+4] (manganese dioxide). Solvent: CO (methanol). Product: C(=O)C=1N(C=C(C(C1)=O)OCC1=CC=C(C=C1)OC)OC(C1=CC=CC=C1)C1=CC=CC=C1 (2-formyl-1-diphenylmethyloxy-5-p-methoxybenzyloxy-4-pyridone). As a reaction SMILES: [OH:1][CH2:2][C:3]1[CH2:8][C:7](=[O:9])[C:6]([O:10][CH2:11][C:12]2[CH:17]=[CH:16][C:15]([O:18][CH3:19])=[CH:14][CH:13]=2)=[CH:5][N:4]=1.C([O:23][CH2:24][CH3:25])(=O)C>CO.[O-2].[O-2].[Mn+4]>[CH:2]([C:3]1[N:4]([O:23][CH:24]([C:25]2[CH:3]=[CH:8][CH:7]=[CH:6][CH:5]=2)[C:12]2[CH:17]=[CH:16][CH:15]=[CH:14][CH:13]=2)[CH:5]=[C:6]([O:10][CH2:11][C:12]2[CH:13]=[CH:14][C:15]([O:18][CH3:19])=[CH:16][CH:17]=2)[C:7](=[O:9])[CH:8]=1)=[O:1] |f:3.4.5|. Reported procedure: In 300 ml of anhydrous methanol is suspended 6 g of 2-hydroxymethyl-5-p-methoxybenzyloxy-4-pyridone, and 15 g of active manganese dioxide is added thereto. The reaction is performed under heating at a refluxing temperature for 30 minutes. At the end of the reaction, the manganese dioxide is removed by filtration, and the filtrate is condensed under reduced pressure. The residue is dissolved in 150 ml of ethyl acetate, washed with water, dried over anhydrous magnesium sulfate, and condensed under... The reactants are C1(CCCCC1)P(C1=C(C=CC=C1)C1=C(C=CC=C1OC)OC)C1CCCCC1 (2-dicyclohexylphosphino-2′,6′-dimethoxybiphenyl), C(C)OC(C(C)N1N=CC(=C1)B1OC(C(O1)(C)C)(C)C)=O (2-[4-(4,4,5,5-tetramethyl-[1,3,2]dioxaborolan-2-yl)-pyrazol-1-yl]-propionic acid ethyl ester), ClC1=CC(=CC=2C(C3=CC=CC=C3C12)(O)C(F)(F)F)F ((+)-4-chloro-2-fluoro-9-trifluoromethyl-9H-fluoren-9-ol), C(O)([O-])=O.[Na+] (sodium hydrogen carbonate). Reagents/catalysts: C(C)(=O)[O-].[Pd+2].C(C)(=O)[O-] (palladium acetate). The solvent is C1(=CC=CC=C1)C.O (toluene water). Run at temperature 115 celsius, time 8 hour. Product: C(C)OC(C(C)N1N=CC(=C1)C1=CC(=CC=2C(C3=CC=CC=C3C12)(C(F)(F)F)O)F)=O (2-[4-(2-fluoro-9-hydroxy-9-trifluoromethyl-9H-fluoren-4-yl)-pyrazol-1-yl]-propionic acid ethyl ester). Isolated yield 95.3%. Reaction SMILES: [CH2:1]([O:3][C:4](=[O:21])[CH:5]([N:7]1[CH:11]=[C:10](B2OC(C)(C)C(C)(C)O2)[CH:9]=[N:8]1)[CH3:6])[CH3:2].Cl[C:23]1[C:35]2[C:34]3[C:29](=[CH:30][CH:31]=[CH:32][CH:33]=3)[C:28]([C:37]([F:40])([F:39])[F:38])([OH:36])[C:27]=2[CH:26]=[C:25]([F:41])[CH:24]=1.C(=O)([O-])O.[Na+].C1(P(C2CCCCC2)C2C=CC=CC=2C2C(OC)=CC=CC=2OC)CCCCC1>C1(C)C=CC=CC=1.O.C([O-])(=O)C.[Pd+2].C([O-])(=O)C>[CH2:1]([O:3][C:4](=[O:21])[CH:5]([N:7]1[CH:11]=[C:10]([C:23]2[C:35]3[C:34]4[C:29](=[CH:30][CH:31]=[CH:32][CH:33]=4)[C:28]([OH:36])([C:37]([F:40])([F:39])[F:38])[C:27]=3[CH:26]=[C:25]([F:41])[CH:24]=2)[CH:9]=[N:8]1)[CH3:6])[CH3:2] |f:2.3,5.6,7.8.9|. Procedure: To a suspension of 2-[4-(4,4,5,5-tetramethyl-[1,3,2]dioxaborolan-2-yl)-pyrazol-1-yl]-propionic acid ethyl ester (29.2 g), (+)-4-chloro-2-fluoro-9-trifluoromethyl-9H-fluoren-9-ol (20.4 g), and sodium hydrogen carbonate (11.1 g) in toluene/water (200 ml/66 ml) were added palladium acetate (743 mg) and 2-dicyclohexylphosphino-2′,6′-dimethoxybiphenyl (2.72 g) at room temperature, and the mixture was stirred at 115° C. for 8 hr. To the reaction mixture were added activated carbon (10 g) and Celite (1... Starting materials: C(C1=CC=CC=C1)(=O)CC(C(=O)N1C(SCC1C(=O)O)(C)C)C (3-(3-benzoyl-2-methylpropionyl)-2,2-dimethyl-4-thiazolidinecarboxylic acid), C(C1=CC=CC=C1)(=O)CC(C(=O)N1C(SCC1C(=O)O)(C)C)C (3-(3-benzoyl-2-methylpropionyl)-2,2-dimethyl-4-thiazolidinecarboxylic acid), L-2,2-dimethylthiazolidine-4-carboxylic acid, mixture, CC1C(OC(=C1)C1=CC=CC=C1)=O (3-methyl-5-phenyl-2(3H)-furanone), CC=1C(OC(C1)C1=CC=CC=C1)=O (3-methyl-5-phenyl-2(5H)-furanone), BrBr (bromine), C(C)(=S)[O-].[K+] (potassium thioacetate). The solvent is C(C)(C)O (isopropyl alcohol), C(C)N(CC)CC (triethylamine), C(C)(=O)O (acetic acid). Yields the product C(C)(=O)C(C(C(=O)N1C(SC[C@H]1C(=O)O)(C)C)C)C(C1=CC=CC=C1)=O ([4R]-3-(3-Acetyl-3-benzoyl-2-methylpropionyl)-2,2-dimethyl-4-thiazolidinecarboxylic acid). RXN SMILES: C[CH:2]1C=C(C2C=CC=CC=2)[O:4][C:3]1=O.CC1C(=O)OC(C2C=CC=CC=2)C=1.[C:27]([CH2:35][CH:36]([CH3:49])[C:37]([N:39]1[CH:43]([C:44]([OH:46])=[O:45])[CH2:42][S:41][C:40]1([CH3:48])[CH3:47])=[O:38])(=[O:34])[C:28]1[CH:33]=[CH:32][CH:31]=[CH:30][CH:29]=1.BrBr.C([O-])(=S)C.[K+]>C(O)(=O)C.C(O)(C)C.C(N(CC)CC)C>[C:3]([CH:35]([C:27](=[O:34])[C:28]1[CH:29]=[CH:30][CH:31]=[CH:32][CH:33]=1)[CH:36]([CH3:49])[C:37]([N:39]1[C@H:43]([C:44]([OH:46])=[O:45])[CH2:42][S:41][C:40]1([CH3:48])[CH3:47])=[O:38])(=[O:4])[CH3:2] |f:4.5|. Reported procedure: A mixture of 8.39 g. (0.052 mole) of L-2,2-dimethylthiazolidine-4-carboxylic acid and 5.26 g. of triethylamine is heated on a steam bath. To the mixture is added 0.052 mole of a mixture of 3-methyl-5-phenyl-2(3H)-furanone and 3-methyl-5-phenyl-2(5H)-furanone in 150 ml. of dry isopropyl alcohol. The mixture is refluxed for 144 hours and the solvent is removed in vacuo. The residue is partitioned between water and ethyl acetate. The aqueous layer is poured onto crushed ice and acidified with hydro...